From a dataset of the Open Reaction Database (ORD), a public repository of structured organic reaction records. describe an organic reaction: reactants, conditions, products, and yield The reactants are CCC(Cl)CBr, ClCCCCBr, C1CCOC1, CCOC(C)=O, COc1cc(N)c(Cl)cc1C(=O)N(C)OC, C[Si](C)(C)Cl, Cl, [Mg], O. Yields the product COc1cc(N)c(Cl)cc1C(=O)CCCCCl. RXN SMILES: [Br:29][CH2:30][CH:31]([Cl:32])[CH2:33][CH3:34].[Br:2][CH2:3][CH2:4][CH2:5][CH2:6][Cl:7].[CH2:35]1[O:36][CH2:37][CH2:38][CH2:39]1.[CH3:42][CH2:43][O:44][C:45](=[O:46])[CH3:47].[CH3:8][O:9][N:10]([C:11]([c:12]1[c:13]([O:20][CH3:21])[cH:14][c:15]([NH2:19])[c:16]([Cl:18])[cH:17]1)=[O:22])[CH3:23].[Cl:24][Si:25]([CH3:26])([CH3:27])[CH3:28].[ClH:40].[Mg:1].[OH2:41]>>[CH2:3]([CH2:4][CH2:5][CH2:6][Cl:7])[C:11]([c:12]1[c:13]([O:20][CH3:21])[cH:14][c:15]([NH2:19])[c:16]([Cl:18])[cH:17]1)=[O:22].